Dataset: the Open Reaction Database (ORD), a public repository of structured organic reaction records. Task: describe an organic reaction: reactants, conditions, products, and yield The reactants are C1=CC=CC=2C3=CC=CC=C3C(=CC12)B(O)O (9-phenanthreneboronic acid), BrC=1C=C(C=CC1)I (3-bromoiodobenzene), C([O-])([O-])=O.[Na+].[Na+] (sodium carbonate). The reagents and catalysts are C=1C=CC(=CC1)[P](C=2C=CC=CC2)(C=3C=CC=CC3)[Pd]([P](C=4C=CC=CC4)(C=5C=CC=CC5)C=6C=CC=CC6)([P](C=7C=CC=CC7)(C=8C=CC=CC8)C=9C=CC=CC9)[P](C=1C=CC=CC1)(C=1C=CC=CC1)C=1C=CC=CC1 (tetrakis(triphenylphosphine)palladium). The solvent is C1(=CC=CC=C1)C (toluene), C(OC)COC (dimethoxyethane), C1(=CC=CC=C1)C (toluene). Run at time 4 hour. Product: BrC=1C=C(C=CC1)C=1C2=CC=CC=C2C=2C=CC=CC2C1 (9-(3-bromophenyl)phenanthrene). The yield is 73.9%. RXN SMILES: [CH:1]1[C:14]2[CH:13]=[C:12](B(O)O)[C:11]3[C:6](=[CH:7][CH:8]=[CH:9][CH:10]=3)[C:5]=2[CH:4]=[CH:3][CH:2]=1.[Br:18][C:19]1[CH:20]=[C:21](I)[CH:22]=[CH:23][CH:24]=1.C(=O)([O-])[O-].[Na+].[Na+]>C1C=CC([P]([Pd]([P](C2C=CC=CC=2)(C2C=CC=CC=2)C2C=CC=CC=2)([P](C2C=CC=CC=2)(C2C=CC=CC=2)C2C=CC=CC=2)[P](C2C=CC=CC=2)(C2C=CC=CC=2)C2C=CC=CC=2)(C2C=CC=CC=2)C2C=CC=CC=2)=CC=1.C1(C)C=CC=CC=1.C(COC)OC>[Br:18][C:19]1[CH:24]=[C:23]([C:12]2[C:11]3[C:6]([C:5]4[CH:4]=[CH:3][CH:2]=[CH:1][C:14]=4[CH:13]=2)=[CH:7][CH:8]=[CH:9][CH:10]=3)[CH:22]=[CH:21][CH:20]=1 |f:2.3.4,^1:35,37,56,75|. Procedure: In argon atmosphere, a mixture of 31.4 g (141 mmol) of 9-phenanthreneboronic acid, 40.0 g (141 mmol) of 3-bromoiodobenzene, 3.30 g (2.83 mmol) of tetrakis(triphenylphosphine)palladium (0), 200 ml of toluene, 50 ml of dimethoxyethane and 212 ml of a 2 M sodium carbonate aqueous solution, and the mixture was refluxed under stirring for 4 h. After the reaction, the reaction mixture was added with toluene and washed with water. The organic phase was dried over sodium sulfate, and then toluene was re...